From a dataset of the Open Reaction Database (ORD), a public repository of structured organic reaction records. describe an organic reaction: reactants, conditions, products, and yield The reactants are C(C)(C)(C)C=1C(NCC(N2C1C1=CC=CC=C1CC2)=O)=O ((tert-butyl)-3,4,7,8-tetrahydro-[1,4]diazepino[7,1-a]isoquinoline-2,5-dione), O=P(Cl)(Cl)Cl (POCl3), COCC=1N=CNC1 (4-(methoxymethyl)-1H-imidazole). Run in C(Cl)Cl (DCM), ClCCCl (DCE), C(Cl)Cl (DCM), ClCCCl (DCE). Reaction conditions: temperature 110 celsius. The product is C(C)(C)(C)C1=C2CCN3C(C2=CC=C1)=CC(=NCC3=O)N3C=NC(=C3)COC (9-(tert-butyl)-2-(4-(methoxymethyl)-1H-imidazol-1-yl)-7,8-dihydro-[1,4]diazepino[7,1-a]isoquinolin-5(4H)-one). Isolated yield 33.7%. Reaction SMILES: C([C:5]1[C:6](=O)[NH:7][CH2:8][C:9](=[O:20])[N:10]2[CH2:19][CH2:18][C:17]3[C:12](=[CH:13][CH:14]=[CH:15][CH:16]=3)[C:11]=12)(C)(C)C.O=P(Cl)(Cl)Cl.[CH3:27][O:28][CH2:29][C:30]1[N:31]=[CH:32][NH:33][CH:34]=1>ClCCCl.C(Cl)Cl>[C:12]([C:16]1[CH:15]=[CH:14][CH:13]=[C:12]2[C:17]=1[CH2:18][CH2:19][N:10]1[C:9](=[O:20])[CH2:8][N:7]=[C:6]([N:33]3[CH:34]=[C:30]([CH2:29][O:28][CH3:27])[N:31]=[CH:32]3)[CH:5]=[C:11]12)([CH3:17])([CH3:13])[CH3:11]. Procedure: Example 125. A solution of -(tert-butyl)-3,4,7,8-tetrahydro-[1,4]diazepino[7,1-a]isoquinoline-2,5-dione (370 mg, 1.30 mmol) in DCE (20 mL) was treated with POCl3 (0.24 mL, 2.60 mmol) and the mixture was heated to 110° C. for 1 h. The mixture was then allowed to cool to RT, diluted with DCM and washed with H2O. The org. phase was then dried over Na2SO4, filtered and concentrated in vacuo. The residue obtained was taken up in DCE (20 mL) and 4-(methoxymethyl)-1H-imidazole (438 mg, 3.90 mmol) was t... The reactants are C[Si](C)(C)Br, COCOc1c(OC)ccc(COc2ccc(-c3ccc(CC(=O)OC)cc3)cc2)c1C(=O)OC(C)(C)C, ClCCl, [Na+], O=C([O-])O. The product is COC(=O)Cc1ccc(-c2ccc(OCc3ccc(OC)c(O)c3C(=O)OC(C)(C)C)cc2)cc1. Reaction SMILES: [CH3:1][Si:2]([Br:3])([CH3:4])[CH3:5].[CH3:6][O:7][c:8]1[c:9]([O:40][CH2:41][O:42][CH3:43])[c:10]([C:11](=[O:12])[O:13][C:14]([CH3:15])([CH3:16])[CH3:17])[c:18]([CH2:21][O:22][c:23]2[cH:24][cH:25][c:26](-[c:29]3[cH:30][cH:31][c:32]([CH2:35][C:36](=[O:37])[O:38][CH3:39])[cH:33][cH:34]3)[cH:27][cH:28]2)[cH:19][cH:20]1.[Cl:49][CH2:50][Cl:51].[Na+:44].[OH:45][C:46](=[O:47])[O-:48]>>[CH3:6][O:7][c:8]1[c:9]([OH:40])[c:10]([C:11](=[O:12])[O:13][C:14]([CH3:15])([CH3:16])[CH3:17])[c:18]([CH2:21][O:22][c:23]2[cH:24][cH:25][c:26](-[c:29]3[cH:30][cH:31][c:32]([CH2:35][C:36](=[O:37])[O:38][CH3:39])[cH:33][cH:34]3)[cH:27][cH:28]2)[cH:19][cH:20]1.